The task is: describe an organic reaction: reactants, conditions, products, and yield. This data is from the Open Reaction Database (ORD), a public repository of structured organic reaction records. The reactants are CC1(OC=2C(C1)=C(C=CC2OC)C(=O)OC)C (methyl 2,3-dihydro-2,2-dimethyl-7-methoxybenzofuran-4-carboxylate). The solvent is C(C)O (ethanol), [OH-].[Na+] (NaOH). The product is CC1(OC=2C(C1)=C(C=CC2OC)C(=O)O)C (2,3-Dihydro-2,2-dimethyl-7-methoxybenzofuran-4-carboxylic acid). Isolated yield 90.8%. Reaction SMILES: [CH3:1][C:2]1([CH3:17])[CH2:6][C:5]2=[C:7]([C:13]([O:15]C)=[O:14])[CH:8]=[CH:9][C:10]([O:11][CH3:12])=[C:4]2[O:3]1>C(O)C.[OH-].[Na+]>[CH3:1][C:2]1([CH3:17])[CH2:6][C:5]2=[C:7]([C:13]([OH:15])=[O:14])[CH:8]=[CH:9][C:10]([O:11][CH3:12])=[C:4]2[O:3]1 |f:2.3|. Procedure: 5.5 g of methyl 2,3-dihydro-2,2-dimethyl-7-methoxybenzofuran-4-carboxylate are stirred at 60° C. for 2 h in a mixture of 150 ml of ethanol and 50 ml of 2N NaOH. The ethanol is distilled off, the residue is taken up in the water and the solution is adjusted to a pH of 4 with 2N HCl. The product which is precipitated hereby is filtered off with suction, washed with water and dried. 4.7 g of the title compound of m.p. 147-149° C. are obtained. Reactants: Cl.S1C2=C(C=C1)C(CCC2)N (4,5,6,7-tetrahydrobenzo-[b]thien-4-amine hydrochloride), amine hydrochloride, C(=O)(Cl)Cl (phosgene), C(=O)(Cl)Cl (phosgene). Solvent: C1(=CC=CC=C1)C (toluene). Yields the product S1C2=C(C=C1)C(CCC2)N=C=O (4,5,6,7-tetrahydrobenzo[b]thien-4-yl isocyanate). RXN SMILES: Cl.[S:2]1[CH:6]=[CH:5][C:4]2[CH:7]([NH2:11])[CH2:8][CH2:9][CH2:10][C:3]1=2.[C:12](Cl)(Cl)=[O:13]>C1(C)C=CC=CC=1>[S:2]1[CH:6]=[CH:5][C:4]2[CH:7]([N:11]=[C:12]=[O:13])[CH2:8][CH2:9][CH2:10][C:3]1=2 |f:0.1|. Procedure: Alternatively 5.7 grams of 4,5,6,7-tetrahydrobenzo-[b]thien-4-amine hydrochloride is stirred in 20 ml. of toluene at 97°C., and phosgene is slowly introduced into the mixture via a capillary delivery tube. The mixture is heated to reflux temperature, and the flow of phosgene is continued until most of the amine hydrochloride disappears. The mixture is then filtered to remove unreacted amine hydrochloride, and the filtrate is evaporated to dryness under reduced pressure to give the 4,5,6,7-tetrah...